From a dataset of the Open Reaction Database (ORD), a public repository of structured organic reaction records. describe an organic reaction: reactants, conditions, products, and yield Starting materials: C(CC(=O)C)(=O)OC (methyl acetoacetate), FC(C#N)(F)F (trifluoroacetonitrile). The reagents and catalysts are CC(C)([O-])C.[K+] (potassium t-butoxide). The product is C(C)(=O)C(C(=O)OC)=C(C(F)(F)F)N (Methyl 2-acetyl-3-amino-4,4,4-trifluoro-2-butenoate). Isolated yield 66.0%. RXN SMILES: [C:1]([O:7][CH3:8])(=[O:6])[CH2:2][C:3]([CH3:5])=[O:4].[F:9][C:10]([F:14])([F:13])[C:11]#[N:12]>CC(C)([O-])C.[K+]>[C:3]([C:2](=[C:11]([NH2:12])[C:10]([F:14])([F:13])[F:9])[C:1]([O:7][CH3:8])=[O:6])(=[O:4])[CH3:5] |f:2.3|. Reported procedure: To a 1 liter, four-necked flask equipped with nitrogen inlet, thermometer, and mechanical stirrer was charged 499.74 g (490 ml, 3.84 mol) of methyl acetoacetate and 12.9 g (0.115 mol) of potassium t-butoxide. The resulting mixture was stirred while 391 g (4.04 mol) of trifluoroacetonitrile was added. The reaction mixture was washed with hexane and the resulting solid was dried in vacuo affording 535 g (62%) of the enamine as a yellow solid; mp 63°-65° C.